The task is: describe an organic reaction: reactants, conditions, products, and yield. This data is from the Open Reaction Database (ORD), a public repository of structured organic reaction records. The reactants are BrC1=CC=C(C=C1)C=1CCC(NN1)=O (6-(p-bromophenyl)-4,5-dihydro-3-(2H)-pyridazinone), BrBr (bromine). The solvent is C(C)(=O)O (acetic acid), C(C)(=O)O (acetic acid). Yields the product BrC1=CC=C(C=C1)C=1C=CC(NN1)=O (6-(p-bromophenyl)-3(2H)-pyridazinone). As a reaction SMILES: [Br:1][C:2]1[CH:7]=[CH:6][C:5]([C:8]2[CH2:9][CH2:10][C:11](=[O:14])[NH:12][N:13]=2)=[CH:4][CH:3]=1.BrBr>C(O)(=O)C>[Br:1][C:2]1[CH:7]=[CH:6][C:5]([C:8]2[CH:9]=[CH:10][C:11](=[O:14])[NH:12][N:13]=2)=[CH:4][CH:3]=1. Procedure details: An 86.3 g sample of 6-(p-bromophenyl)-4,5-dihydro-3-(2H)-pyridazinone (prepared as in U.S. Pat. No. 3,689,652 Example 5) is dissolved in 500 ml. of glacial acetic acid by heating to 80° C. with continuous stirring. A solution of 60 g. of bromine in 80 ml. of acetic acid is added dropwise at 75°-80° C over a 1 hour period. A solid is separated near the end of the addition. The reaction mixture is heated with stirring on the steam bath for half an hour mote, then is poured into 3 liters of cracked...